The task is: describe an organic reaction: reactants, conditions, products, and yield. This data is from the Open Reaction Database (ORD), a public repository of structured organic reaction records. Starting materials: [N+](=O)([O-])C1=C(C=CC(=C1)[N+](=O)[O-])N1C(OC2=C1C=C(C=C2)Cl)=O (N-(2,4-dinitrophenyl)-5-chloro-2-benzoxazolinone), [N+](=O)([O-])C1=C(C=CC(=C1)[N+](=O)[O-])Cl (2,4-dinitro-chlorobenzene), ClC=1C=CC2=C(NC(O2)=O)C1 (5-chloro-2-benzoxazolinone). Product: [N+](=O)([O-])C1=C(C=CC=C1)N1C(OC2=C1C=CC=C2)=O (N-(2-nitrophenyl)-2-benzoxazolinone). Reaction SMILES: [N+:1]([C:4]1[CH:9]=[C:8]([N+]([O-])=O)[CH:7]=[CH:6][C:5]=1[N:13]1[C:17]2[CH:18]=[C:19](Cl)[CH:20]=[CH:21][C:16]=2[O:15][C:14]1=[O:23])([O-:3])=[O:2].[N+](C1C=C([N+]([O-])=O)C=CC=1Cl)([O-])=O.ClC1C=CC2OC(=O)NC=2C=1>>[N+:1]([C:4]1[CH:9]=[CH:8][CH:7]=[CH:6][C:5]=1[N:13]1[C:17]2[CH:18]=[CH:19][CH:20]=[CH:21][C:16]=2[O:15][C:14]1=[O:23])([O-:3])=[O:2]. Reported procedure: N-(2,4-dinitrophenyl)-5-chloro-2-benzoxazolinone by reaction between 2,4-dinitro-chlorobenzene and 5-chloro-2-benzoxazolinone. The product was used without further purification. Reactants: C(C1=CC=CC=C1)C1=C(N=C(O1)C1=C(C=CC(=C1)F)F)C(C(C)(C)C)NS(=O)C(C)(C)C ((±)-N-(1-(5-benzyl-2-(2,5-difluorophenyl)oxazol-4-yl)-2,2-dimethylpropyl)-2-methylpropane-2-sulfinamide), Cl (HCl), O1CCOCC1 (dioxane). Run in CO (MeOH). Conditions: time 1 hour. Yields the product C(C1=CC=CC=C1)C1=C(N=C(O1)C1=C(C=CC(=C1)F)F)C(C(C)(C)C)N ((±)-1-(5-benzyl-2-(2,5-difluorophenyl)oxazol-4-yl)-2,2-dimethylpropan-1-amine). Isolated yield 91.0%. RXN SMILES: [CH2:1]([C:8]1[O:12][C:11]([C:13]2[CH:18]=[C:17]([F:19])[CH:16]=[CH:15][C:14]=2[F:20])=[N:10][C:9]=1[CH:21]([NH:26]S(C(C)(C)C)=O)[C:22]([CH3:25])([CH3:24])[CH3:23])[C:2]1[CH:7]=[CH:6][CH:5]=[CH:4][CH:3]=1.Cl.O1CCOCC1>CO>[CH2:1]([C:8]1[O:12][C:11]([C:13]2[CH:18]=[C:17]([F:19])[CH:16]=[CH:15][C:14]=2[F:20])=[N:10][C:9]=1[CH:21]([NH2:26])[C:22]([CH3:24])([CH3:23])[CH3:25])[C:2]1[CH:3]=[CH:4][CH:5]=[CH:6][CH:7]=1. Procedure details: To a solution of (±)-N-(1-(5-benzyl-2-(2,5-difluorophenyl)oxazol-4-yl)-2,2-dimethylpropyl)-2-methylpropane-2-sulfinamide (340 mg, 0.738 mmol) in MeOH (10 mL) was added 4 M HCl in dioxane (369 μL, 1.476 mmol). The reaction mixture was stirred at room temperature for 1 h. After quenched with saturated NaHCO3 solution and diluted with EtOAc, the reaction mixture was stirred for 15 min and extracted with EtOAc. The organic layer was washed with water and brine, dried over anhydrous Na2SO4, filtered,... Starting materials: C1(=CC=CC=C1)CCCCOC1=CC=C(CO)C=C1 (4-(4-phenylbutoxy)benzyl alcohol), S(=O)(Cl)Cl (thionyl chloride). Run in C(Cl)(Cl)Cl (chloroform). Conditions: time 24 hour. The product is C1(=CC=CC=C1)CCCCOC1=CC=C(CCl)C=C1 (4-(4-Phenylbutoxy)benzyl chloride). RXN SMILES: [C:1]1([CH2:7][CH2:8][CH2:9][CH2:10][O:11][C:12]2[CH:19]=[CH:18][C:15]([CH2:16]O)=[CH:14][CH:13]=2)[CH:6]=[CH:5][CH:4]=[CH:3][CH:2]=1.S(Cl)([Cl:22])=O>C(Cl)(Cl)Cl>[C:1]1([CH2:7][CH2:8][CH2:9][CH2:10][O:11][C:12]2[CH:19]=[CH:18][C:15]([CH2:16][Cl:22])=[CH:14][CH:13]=2)[CH:6]=[CH:5][CH:4]=[CH:3][CH:2]=1. Procedure: A solution of 4-(4-phenylbutoxy)benzyl alcohol (556 mg, 2.17 mmol) in chloroform (10 ml) was added with thionyl chloride (0.288 ml) and left under stirring at room temperature for 24 h, then evaporated to dryness under reduced pressure to obtain 595 mg of the title compound (quantitative yield). Starting materials: CC(C)c1noc(CCNC(=O)OC(C)(C)C)n1, ClCCl, Cl. Product: CC(C)c1noc(CCN)n1, Cl. RXN SMILES: [CH:1]([CH3:2])([CH3:3])[c:4]1[n:5][o:6][c:7]([CH2:9][CH2:10][NH:11][C:12](=[O:13])[O:14][C:15]([CH3:16])([CH3:17])[CH3:18])[n:8]1.[Cl:20][CH2:21][Cl:22].[ClH:19]>>[CH:1]([CH3:2])([CH3:3])[c:4]1[n:5][o:6][c:7]([CH2:9][CH2:10][NH2:11])[n:8]1.[ClH:19]. The reactants are C(C1=CC=CC=C1)OC=1C=C(C(=O)OCC2=CC=CC=C2)C=C(C1OCC1=CC=CC=C1)OCC1=CC=CC=C1 (benzyl 3,4,5-tris(benzyloxy)benzoate). The solvent is C(C)O (ethanol), [OH-].[K+] (KOH). The product is C(C1=CC=CC=C1)OC=1C=C(C(=O)O)C=C(C1OCC1=CC=CC=C1)OCC1=CC=CC=C1 (3,4,5-tris(benzyloxy)benzoic acid). The yield is 83.7%. RXN SMILES: [CH2:1]([O:8][C:9]1[CH:10]=[C:11]([CH:22]=[C:23]([O:33][CH2:34][C:35]2[CH:40]=[CH:39][CH:38]=[CH:37][CH:36]=2)[C:24]=1[O:25][CH2:26][C:27]1[CH:32]=[CH:31][CH:30]=[CH:29][CH:28]=1)[C:12]([O:14]CC1C=CC=CC=1)=[O:13])[C:2]1[CH:7]=[CH:6][CH:5]=[CH:4][CH:3]=1>C(O)C.[OH-].[K+]>[CH2:1]([O:8][C:9]1[CH:10]=[C:11]([CH:22]=[C:23]([O:33][CH2:34][C:35]2[CH:40]=[CH:39][CH:38]=[CH:37][CH:36]=2)[C:24]=1[O:25][CH2:26][C:27]1[CH:28]=[CH:29][CH:30]=[CH:31][CH:32]=1)[C:12]([OH:14])=[O:13])[C:2]1[CH:3]=[CH:4][CH:5]=[CH:6][CH:7]=1 |f:2.3|. Procedure details: To a solution of 1a (4 gm, 7.54 mmol) in ethanol (40 mL), 20% KOH solution (10 mL) was added. The reaction mixture was refluxed for 2 h. Ethanol was evaporated under a vacuo, and was neutralized by 6 N HCL. The combined mixture was extracted in EtOAc (3×20 mL), washed with brine solution (20 mL). The organic layer was dried over Na2SO4 and evaporated to dryness. The crude residue was purified by silica gel column chromatography using 30% ethyl acetate in hexane as eluent to obtain pure compound ... Reactants: BrC=1N=CC=2NC3=CC=C(C=C3C2C1COC)OCC1=CC=CC=C1 (3-bromo-6-benzyloxy-4-methoxymethyl-β-carboline), C1(=CC=CC=C1)B(O)O (phenylboronic acid). The reagents and catalysts are [Pd].C1(=CC=CC=C1)P(C1=CC=CC=C1)C1=CC=CC=C1.C1(=CC=CC=C1)P(C1=CC=CC=C1)C1=CC=CC=C1.C1(=CC=CC=C1)P(C1=CC=CC=C1)C1=CC=CC=C1.C1(=CC=CC=C1)P(C1=CC=CC=C1)C1=CC=CC=C1 (tetrakis(triphenylphosphine)-palladium(0)). Run in C1(=CC=CC=C1)C (toluene), C(C)O (ethanol). Run at time 5 minute. Yields the product C(C1=CC=CC=C1)OC=1C=C2C=3C(=C(N=CC3NC2=CC1)C1=CC=CC=C1)COC (6-benzyloxy-3-phenyl-4-methoxymethyl-β-carboline). Isolated yield 78.7%. RXN SMILES: Br[C:2]1[N:3]=[CH:4][C:5]2[NH:6][C:7]3[C:12]([C:13]=2[C:14]=1[CH2:15][O:16][CH3:17])=[CH:11][C:10]([O:18][CH2:19][C:20]1[CH:25]=[CH:24][CH:23]=[CH:22][CH:21]=1)=[CH:9][CH:8]=3.[C:26]1(B(O)O)[CH:31]=[CH:30][CH:29]=[CH:28][CH:27]=1>C1(C)C=CC=CC=1.C(O)C.[Pd].C1(P(C2C=CC=CC=2)C2C=CC=CC=2)C=CC=CC=1.C1(P(C2C=CC=CC=2)C2C=CC=CC=2)C=CC=CC=1.C1(P(C2C=CC=CC=2)C2C=CC=CC=2)C=CC=CC=1.C1(P(C2C=CC=CC=2)C2C=CC=CC=2)C=CC=CC=1>[CH2:19]([O:18][C:10]1[CH:11]=[C:12]2[C:7](=[CH:8][CH:9]=1)[NH:6][C:5]1[CH:4]=[N:3][C:2]([C:26]3[CH:31]=[CH:30][CH:29]=[CH:28][CH:27]=3)=[C:14]([CH2:15][O:16][CH3:17])[C:13]2=1)[C:20]1[CH:25]=[CH:24][CH:23]=[CH:22][CH:21]=1 |f:4.5.6.7.8|. Procedure details: 476 mg of 3-bromo-6-benzyloxy-4-methoxymethyl-β-carboline is introduced in 10 ml of toluene and 5 ml of ethanol, mixed with 41 mg of tetrakis(triphenylphosphine)-palladium(0) and stirred for 5 minutes. Then 177 mg of phenylboronic acid and 1.5 ml of a 2 m- soda solution are added and then heated for 3 hours to 95° C. After concentration by evaporation it is taken up in a lot of ethyl acetate and washed once each with water and saturated common salt solution. After drying, filtration and concentr... The reactants are CC1(CCC=2C=CC(=NC2C1)C(=O)O)C (7,7-dimethyl-5,6,7,8-tetrahydro-quinoline-2-carboxylic acid), CC(N)(C1=NOC(=N1)C)C (α,α,5-trimethyl-1,2,4-oxadiazole-3-methanamine). Yields the product CC1(CCC=2C=CC(=NC2C1)C(=O)NC(C)(C)C1=NOC(=N1)C)C (7,7-dimethyl-N-(2-(5-methyl-1,2,4-oxadiazol-3-yl)propan-2-yl)-5,6,7,8-tetrahydroquinoline-2-carboxamide). Reaction SMILES: [CH3:1][C:2]1([CH3:15])[CH2:11][C:10]2[N:9]=[C:8]([C:12]([OH:14])=O)[CH:7]=[CH:6][C:5]=2[CH2:4][CH2:3]1.[CH3:16][C:17]([CH3:25])([C:19]1[N:23]=[C:22]([CH3:24])[O:21][N:20]=1)[NH2:18]>>[CH3:15][C:2]1([CH3:1])[CH2:11][C:10]2[N:9]=[C:8]([C:12]([NH:18][C:17]([C:19]3[N:23]=[C:22]([CH3:24])[O:21][N:20]=3)([CH3:25])[CH3:16])=[O:14])[CH:7]=[CH:6][C:5]=2[CH2:4][CH2:3]1. Reported procedure: The title compound was synthesized in analogy to Example 1, using 7,7-dimethyl-5,6,7,8-tetrahydro-quinoline-2-carboxylic acid (Example 143 d) and α,α,5-trimethyl-1,2,4-oxadiazole-3-methanamine (CAN 1153831-97-0) as starting materials, LC-MS (UV peak area/EIC) 100%, 329.1977 (M+H)+. Reactants: C(#N)C1=CC=C(C=C1)C1=CC=C(C=C1)O (4-cyano-4'-hydroxy-biphenyl), BrCC(=O)OC(C)(C)C (tert.butyl bromoacetate). The product is C(C)(C)(C)OC(=O)COC1=CC=C(C=C1)C1=CC=C(C=C1)C#N (4-(tert.Butyloxycarbonylmethyloxy)-4'-cyano-biphenyl). As a reaction SMILES: [C:1]([C:3]1[CH:8]=[CH:7][C:6]([C:9]2[CH:14]=[CH:13][C:12]([OH:15])=[CH:11][CH:10]=2)=[CH:5][CH:4]=1)#[N:2].Br[CH2:17][C:18]([O:20][C:21]([CH3:24])([CH3:23])[CH3:22])=[O:19]>>[C:21]([O:20][C:18]([CH2:17][O:15][C:12]1[CH:13]=[CH:14][C:9]([C:6]2[CH:5]=[CH:4][C:3]([C:1]#[N:2])=[CH:8][CH:7]=2)=[CH:10][CH:11]=1)=[O:19])([CH3:24])([CH3:23])[CH3:22]. Procedure details: Prepared analogously to Example 13 from 4-cyano-4'-hydroxy-biphenyl and tert.butyl bromoacetate. The reactants are COCCCOc1cc(C(=O)OC)ccc1C, CCO, [Na+], [OH-]. Yields the product COCCCOc1cc(C(=O)O)ccc1C. Reaction SMILES: [CH3:1][O:2][C:3]([c:4]1[cH:5][c:6]([O:11][CH2:12][CH2:13][CH2:14][O:15][CH3:16])[c:7]([CH3:10])[cH:8][cH:9]1)=[O:17].[CH3:20][CH2:21][OH:22].[Na+:19].[OH-:18]>>[O:2]=[C:3]([c:4]1[cH:5][c:6]([O:11][CH2:12][CH2:13][CH2:14][O:15][CH3:16])[c:7]([CH3:10])[cH:8][cH:9]1)[OH:17]. Starting materials: C1=CC=C(C=C1)COC(=O)NCC(=O)O (N-α-Cbz-glycine), C(=O)(N1C=NC=C1)N1C=NC=C1 (1,1′-carbonyldiimidazole), C(C=1C(N)=CC=CC1)(=O)OC (methyl anthranilate). The solvent is C(C)(=O)OCC (Ethyl acetate), O1CCCC1 (tetrahydrofuran), O1CCCC1 (tetrahydrofuran), CCCCCC (Hexane), C(C)(=O)OCC (Ethyl acetate). The product is COC(C1=C(C=CC=C1)NC(CNC(=O)OCC1=CC=CC=C1)=O)=O (2-(2-Benzyloxycarbonylamino-acetylamino)-benzoic acid methyl ester). Isolated yield 10.7%. Reaction SMILES: [CH:1]1[CH:6]=[CH:5][C:4]([CH2:7][O:8][C:9]([NH:11][CH2:12][C:13]([OH:15])=O)=[O:10])=[CH:3][CH:2]=1.C(N1C=CN=C1)(N1C=CN=C1)=O.[C:28]([O:37][CH3:38])(=[O:36])[C:29]1[C:30](=[CH:32][CH:33]=[CH:34][CH:35]=1)[NH2:31]>O1CCCC1.C(OCC)(=O)C.CCCCCC>[CH3:38][O:37][C:28](=[O:36])[C:29]1[CH:35]=[CH:34][CH:33]=[CH:32][C:30]=1[NH:31][C:13](=[O:15])[CH2:12][NH:11][C:9]([O:8][CH2:7][C:4]1[CH:3]=[CH:2][CH:1]=[CH:6][CH:5]=1)=[O:10]. Procedure details: To a solution of N-α-Cbz-glycine (2.0 g, 9.56 mmol) in tetrahydrofuran (20 mL) was added 1,1′-carbonyldiimidazole (1.64 g, 10.13 mmol), followed 2 h later by methyl anthranilate (1.28 g, 8.47 mmol). After stirring overnight the tetrahydrofuran was removed in vacuo and the residue was redissolved in ethyl acetate, washed with 10% aqueous hydrochloric acid (2×), saturated aqueous sodium hydrogen carbonate (2×), dried (MgSO4) and concentrated to give an oily residue which was subjected to silica-ge...